This data is from the Open Reaction Database (ORD), a public repository of structured organic reaction records. The task is: describe an organic reaction: reactants, conditions, products, and yield Reactants: FC(F)(F)c1cc(Br)cnc1Cl, CC(C)(C)OC(=O)C[Zn+], C1CCOC1, [Cl-]. Yields the product CC(C)(C)OC(=O)Cc1cnc(Cl)c(C(F)(F)F)c1. Reaction SMILES: [Br:1][c:2]1[cH:3][c:4]([C:9]([F:10])([F:11])[F:12])[c:5]([Cl:8])[n:6][cH:7]1.[C:14]([CH3:15])([CH3:16])([CH3:17])[O:18][C:19]([CH2:20][Zn+:21])=[O:22].[CH2:23]1[O:24][CH2:25][CH2:26][CH2:27]1.[Cl-:13]>>[c:2]1([CH2:20][C:19]([O:18][C:14]([CH3:15])([CH3:16])[CH3:17])=[O:22])[cH:3][c:4]([C:9]([F:10])([F:11])[F:12])[c:5]([Cl:8])[n:6][cH:7]1. Starting materials: [Cl-].[NH4+] (ammonium chloride), OC(C1=CC=C(C=C1)N1CCC(CC1)N1C(C2=CC=CC=C2C1)=O)C1=CC=CC=C1 (2,3-Dihydro-2-[1-[4-(hydroxyphenylmethyl)phenyl]-4-piperidinyl]-1H-isoindol-1-one), compound, C(C)[SiH](CC)CC (triethylsilane), B(F)(F)F.CCOCC (boron trifluoride etherate). Run in ClCCl (dichloromethane), C(C)OCC (Ethyl ether). Reaction conditions: time 8 hour. The product is C1(=CC=CC=C1)CC1=CC=C(C=C1)N1CCC(CC1)N1C(C2=CC=CC=C2C1)=O (2,3-Dihydro-2-[1-[4-(phenylmethyl)phenyl]-4-piperidinyl]-1H-isoindol-1-one). Yield: 34.0%. RXN SMILES: O[CH:2]([C:25]1[CH:30]=[CH:29][CH:28]=[CH:27][CH:26]=1)[C:3]1[CH:8]=[CH:7][C:6]([N:9]2[CH2:14][CH2:13][CH:12]([N:15]3[CH2:23][C:22]4[C:17](=[CH:18][CH:19]=[CH:20][CH:21]=4)[C:16]3=[O:24])[CH2:11][CH2:10]2)=[CH:5][CH:4]=1.C([SiH](CC)CC)C.B(F)(F)F.CCOCC.[Cl-].[NH4+]>ClCCl.C(OCC)C>[C:25]1([CH2:2][C:3]2[CH:8]=[CH:7][C:6]([N:9]3[CH2:10][CH2:11][CH:12]([N:15]4[CH2:23][C:22]5[C:17](=[CH:18][CH:19]=[CH:20][CH:21]=5)[C:16]4=[O:24])[CH2:13][CH2:14]3)=[CH:5][CH:4]=2)[CH:30]=[CH:29][CH:28]=[CH:27][CH:26]=1 |f:2.3,4.5|. Procedure details: To a solution of Example 278 compound (300 mg, 0.75 mmol) and triethylsilane (0.24 mL, 1.50 mmol) in dichloromethane (5 mL) at 0° C. was added dropwise a solution of boron trifluoride etherate (0.18 mL, 1.50 mmol). The reaction was stirred at RT overnight. Saturated ammonium chloride solution (2 mL) was added to quench the reaction. Ethyl ether (100 mL) was added and the organic layer was washed with water (2×30 mL), brine (2×30 mL) and dried over MgSO4. Purification was performed by flash chrom... RXN SMILES: [C:1]([C:11]1[CH:34]=[CH:33][C:14]([CH2:15][N:16]([C:28](=[O:32])[C:29]([OH:31])=[O:30])[CH2:17][C:18]2[CH:23]=[CH:22][C:21]([C:24]([F:27])([F:26])[F:25])=[CH:20][CH:19]=2)=[CH:13][CH:12]=1)#[C:2][CH2:3][CH2:4][CH2:5][CH2:6][CH2:7][CH2:8][CH2:9][CH3:10].[NH2:35][C@H:36]([C:44]([OH:46])=[O:45])[CH2:37][CH2:38][CH2:39][NH:40][C:41](=[NH:43])[NH2:42]>>[NH2:35][C@H:36]([C:44]([OH:46])=[O:45])[CH2:37][CH2:38][CH2:39][NH:40][C:41](=[NH:42])[NH2:43].[C:1]([C:11]1[CH:34]=[CH:33][C:14]([CH2:15][N:16]([C:28](=[O:32])[C:29]([OH:31])=[O:30])[CH2:17][C:18]2[CH:23]=[CH:22][C:21]([C:24]([F:27])([F:26])[F:25])=[CH:20][CH:19]=2)=[CH:13][CH:12]=1)#[C:2][CH2:3][CH2:4][CH2:5][CH2:6][CH2:7][CH2:8][CH2:9][CH3:10] |f:2.3|. Reported procedure: The same procedure as employed in the preparation of Example 2 but using {(4-dec-1-ynylbenzyl)[4-(trifluoromethyl)benzyl]amino}(oxo)acetic acid and L-arginine gave the title compound as a white powder. M−(LC/MS(ESI)): 472.4. HPLC (Condition A), Rt: 5.55 min (HPLC purity 99.6%). The reactants are C(#CCCCCCCCC)C1=CC=C(CN(CC2=CC=C(C=C2)C(F)(F)F)C(C(=O)O)=O)C=C1 ({(4-dec-1-ynylbenzyl)[4-(trifluoromethyl)benzyl]amino}(oxo)acetic acid), N[C@@H](CCCNC(N)=N)C(=O)O (L-arginine). Yields the product N[C@@H](CCCNC(N)=N)C(=O)O.C(#CCCCCCCCC)C1=CC=C(CN(CC2=CC=C(C=C2)C(F)(F)F)C(C(=O)O)=O)C=C1 ({(4-dec-1-ynylbenzyl)[4-(trifluoromethyl)benzyl]amino}(oxo)acetic acid L-arginine salt). Starting materials: CC1C=NC(CC=CCCC=CC1)C1=CC=CC=C1 (3-methyl-12-phenyl-1-aza-1,5,9-cyclododecatriene), Cl.NO (hydroxylamine hydrochloride). The solvent is O (water). Yields the product Cl (hydrochloric acid), CC(C=NO)CC=CCCC=CCC(N)C1=CC=CC=C1 (2-methyl-11-phenyl-11-amino-undeca-4,8-dienal-oxime), C1(=CC=CC=C1)C(CCCCCCCCC(CN)C)N (1-phenyl-10-methyl-1,11-diaminoundecane). Reaction SMILES: [CH3:1][CH:2]1[CH2:13][CH:12]=[CH:11][CH2:10][CH2:9][CH:8]=[CH:7][CH2:6][CH:5]([C:14]2[CH:19]=[CH:18][CH:17]=[CH:16][CH:15]=2)[N:4]=[CH:3]1.[ClH:20].[NH2:21][OH:22]>O>[ClH:20].[CH3:1][CH:2]([CH2:13][CH:12]=[CH:11][CH2:10][CH2:9][CH:8]=[CH:7][CH2:6][CH:5]([C:14]1[CH:19]=[CH:18][CH:17]=[CH:16][CH:15]=1)[NH2:4])[CH:3]=[N:21][OH:22].[C:14]1([CH:5]([NH2:21])[CH2:6][CH2:7][CH2:8][CH2:9][CH2:10][CH2:11][CH2:12][CH2:13][CH:2]([CH3:1])[CH2:3][NH2:4])[CH:19]=[CH:18][CH:17]=[CH:16][CH:15]=1 |f:1.2|. Procedure: Reaction of 3-methyl-12-phenyl-1-aza-1,5,9-cyclododecatriene with hydroxylamine hydrochloride, in the presence of hydrochloric acid and water, to 2-methyl-11-phenyl-11-amino-undeca-4,8-dienal-oxime, and hydrogenation of this to give 1-phenyl-10-methyl-1,11-diaminoundecane; b.p. 138°-140° C./1 Pa; nD20 =1.5095. As a reaction SMILES: [CH3:13][CH2:14][NH2:15].[Cl:16][CH2:17][CH2:18][N:19]=[C:20]=[O:21].[O:1]=[CH:2][CH:3]([OH:4])[CH:5]([OH:6])[CH:7]([OH:8])[CH:9]([OH:10])[CH2:11][OH:12]>>[CH:2]1([N:15]([CH2:14][CH3:13])[C:20]([NH:19][CH2:18][CH2:17][Cl:16])=[O:21])[CH:3]([OH:4])[CH:5]([OH:6])[CH:7]([OH:8])[CH:9]([CH2:11][OH:12])[O:10]1. Starting materials: CCN, O=C=NCCCl, O=CC(O)C(O)C(O)C(O)CO. Yields the product CCN(C(=O)NCCCl)C1OC(CO)C(O)C(O)C1O.